From a dataset of the Open Reaction Database (ORD), a public repository of structured organic reaction records. describe an organic reaction: reactants, conditions, products, and yield The reactants are C(C)(C)(C)OC(=O)N[C@@H](CC1=CNC2=CC=CC=C12)C(=O)O (N-(t-butoxycarbonyl)tryptophan), carbonyl, COC1=C(CN)C=CC=C1 (2-methoxybenzylamine). Solvent: O1CCOCC1 (dioxane). Conditions: time 2.5 hour. Product: C(C)(C)(C)OC(=O)NC(C(=O)NCC1=C(C=CC=C1)OC)CC1=CNC2=CC=CC=C12 (2-t-butoxycarbonylamino-3-(1H-indol-3-yl)-N-(2-methoxybenzyl)propanamide). As a reaction SMILES: [C:1]([O:5][C:6]([NH:8][C@H:9]([C:20]([OH:22])=O)[CH2:10][C:11]1[C:19]2[C:14](=[CH:15][CH:16]=[CH:17][CH:18]=2)[NH:13][CH:12]=1)=[O:7])([CH3:4])([CH3:3])[CH3:2].[CH3:23][O:24][C:25]1[CH:32]=[CH:31][CH:30]=[CH:29][C:26]=1[CH2:27][NH2:28]>O1CCOCC1>[C:1]([O:5][C:6]([NH:8][CH:9]([CH2:10][C:11]1[C:19]2[C:14](=[CH:15][CH:16]=[CH:17][CH:18]=2)[NH:13][CH:12]=1)[C:20]([NH:28][CH2:27][C:26]1[CH:29]=[CH:30][CH:31]=[CH:32][C:25]=1[O:24][CH3:23])=[O:22])=[O:7])([CH3:2])([CH3:3])[CH3:4]. Reported procedure: To a solution of N-(t-butoxycarbonyl)tryptophan (46.4 g, 152.6 mmoles) in 500 ml of dioxane was added carbonyl diumidazole (25.4 g, 156 mmoles) in a portionwise manner. The resulting mixture was stirred for about 2.5 hours at room temperature and then stirred at 450° C. for 30 minutes. Next, 2-methoxybenzylamine (20.7 ml, 158.7 mmoles) was added and the reaction mixture was then stirred for 16 hours at room temperature. Starting materials: CSc1ccc(-c2ccc(C#N)o2)cc1, CCO, Cl, [K+], NO, [OH-]. Product: CSc1ccc(-c2ccc(C(N)=NO)o2)cc1. As a reaction SMILES: [CH3:1][S:2][c:3]1[cH:4][cH:5][c:6](-[c:9]2[cH:10][cH:11][c:12]([C:14]#[N:15])[o:13]2)[cH:7][cH:8]1.[CH3:21][CH2:22][OH:23].[ClH:16].[K+:20].[NH2:17][OH:18].[OH-:19]>>[CH3:1][S:2][c:3]1[cH:4][cH:5][c:6](-[c:9]2[cH:10][cH:11][c:12]([C:14]([NH2:15])=[N:17][OH:18])[o:13]2)[cH:7][cH:8]1. Reactants: CN(C1=C(C=NC=C1)CCCOC1=CC=C(OCCCC(=O)OCC)C=C1)C (ethyl 4-[4-[3-(4-dimethylaminopyrid-3-yl)propyloxy]phenoxy]butyrate), [OH-].[Na+] (sodium hydroxide), Cl (hydrochloric acid), ester. Solvent: CO (methanol). The product is CN(C1=C(C=NC=C1)CCCOC1=CC=C(OCCCC(=O)O)C=C1)C (4-[4-[3-(4-dimethylaminopyrid-3-yl)propyloxy]phenoxy]butyric acid). Yield: 60.7%. As a reaction SMILES: [CH3:1][N:2]([CH3:28])[C:3]1[CH:8]=[CH:7][N:6]=[CH:5][C:4]=1[CH2:9][CH2:10][CH2:11][O:12][C:13]1[CH:27]=[CH:26][C:16]([O:17][CH2:18][CH2:19][CH2:20][C:21]([O:23]CC)=[O:22])=[CH:15][CH:14]=1.[OH-].[Na+].Cl>CO>[CH3:28][N:2]([CH3:1])[C:3]1[CH:8]=[CH:7][N:6]=[CH:5][C:4]=1[CH2:9][CH2:10][CH2:11][O:12][C:13]1[CH:14]=[CH:15][C:16]([O:17][CH2:18][CH2:19][CH2:20][C:21]([OH:23])=[O:22])=[CH:26][CH:27]=1 |f:1.2|. Reported procedure: To a solution of ethyl 4-[4-[3-(4-dimethylaminopyrid-3-yl)propyloxy]phenoxy]butyrate (160 mg) in methanol (10 ml) was added sodium hydroxide solution (2.0 ml of 1.0M) and the solution left until all starting ester had disappeared (Tlc). The reaction mixture was neutralised with hydrochloric acid (2.0 ml) of 1.0M) and evaporated in vacuo. A small amount (5 ml) of water was added and the resulting solution extracted with dichloromethane (3×15 ml). The organic extracts were combined, dried (PS pape...